Dataset: the Open Reaction Database (ORD), a public repository of structured organic reaction records. Task: describe an organic reaction: reactants, conditions, products, and yield The reactants are [OH-].[Na+] (sodium hydroxide), Cl (hydrochloric acid), [OH-].[Na+] (sodium hydroxide), SC1=NC(=CN(N1)S)S (2,4,6-trimercapto-1,3,4-triazine), ClCC(=O)O (chloroacetic acid), C(C)O (ethanol). Procedure: Aqueous solution of sodium hydroxide 17.66 g (0.44 mol) in 30 ml of water was added drop by drop to the mixture of 2,4,6-trimercapto-1,3,4-triazine 23.0 g (0.13 mol), chloroacetic acid 54.0 g (0.44 mol) and ethanol 300 ml with stirring at room temperature. After 20 minutes it was heated to 50° C., and aqueous solution of sodium hydroxide 17.6 g (0.44 mol) in 30 ml of water was added drop by drop slowly. It was cooled off to room temperature after 3 hours stirring at 50° C., and then water was ad... Isolated yield 76.0%. RXN SMILES: [OH-:1].[Na+].[SH:3][C:4]1[NH:9][N:8]([SH:10])[CH:7]=[C:6]([SH:11])[N:5]=1.Cl[CH2:13][C:14]([OH:16])=[O:15].Cl.[CH2:18]([OH:20])[CH3:19]>O>[C:14]([CH2:13][S:3][C:4]1[NH:9][N:8]([S:10][CH2:19][C:18]([OH:1])=[O:20])[CH:7]=[C:6]([S:11][CH2:13][C:14]([OH:16])=[O:15])[N:5]=1)([OH:16])=[O:15] |f:0.1|. Run in O (water), O (water), O (water). Yields the product C(=O)(O)CSC1=NC(=CN(N1)SCC(=O)O)SCC(=O)O (2,4,6 tris-carboxymethylthio-1,3,4-triazine). Reactants: CCCCO, Cc1nc(Cl)c2c(n1)NC(=O)CO2, NN, O. Yields the product Cc1nc(NN)c2c(n1)NC(=O)CO2. RXN SMILES: [CH2:17]([OH:18])[CH2:19][CH2:20][CH3:21].[Cl:4][c:5]1[n:6][c:7]([CH3:16])[n:8][c:9]2[c:10]1[O:11][CH2:12][C:13](=[O:15])[NH:14]2.[NH2:2][NH2:3].[OH2:1]>>[NH:2]([NH2:3])[c:5]1[n:6][c:7]([CH3:16])[n:8][c:9]2[c:10]1[O:11][CH2:12][C:13](=[O:15])[NH:14]2. Starting materials: C[O-], CO, Cc1nc(Cl)c([N+](=O)[O-])c(Cl)n1, [Na+], O. Product: COc1nc(C)nc(Cl)c1[N+](=O)[O-]. As a reaction SMILES: [CH3:13][O-:14].[CH3:17][OH:18].[Cl:1][c:2]1[n:3][c:4]([CH3:12])[n:5][c:6]([Cl:11])[c:7]1[N+:8](=[O:9])[O-:10].[Na+:15].[OH2:16]>>[Cl:1][c:2]1[n:3][c:4]([CH3:12])[n:5][c:6]([O:14][CH3:13])[c:7]1[N+:8](=[O:9])[O-:10]. Reactants: N1C(CC2=CC=CC=C12)=O (oxindole), [H-].[Na+] (sodium hydride), ClCCN=C=S (2-chloroethyl isothiocyanate). The solvent is C(OC)COC (glyme), C(OC)COC (glyme). Run at time 3 hour. The product is S1C(=NCC1)N1C(CC2=CC=CC=C12)=O (1-(2-Thiazolin-2-yl)-2-indolinone). Reaction SMILES: [NH:1]1[C:9]2[C:4](=[CH:5][CH:6]=[CH:7][CH:8]=2)[CH2:3][C:2]1=[O:10].[H-].[Na+].Cl[CH2:14][CH2:15][N:16]=[C:17]=[S:18]>C(COC)OC>[S:18]1[CH2:14][CH2:15][N:16]=[C:17]1[N:1]1[C:9]2[C:4](=[CH:5][CH:6]=[CH:7][CH:8]=2)[CH2:3][C:2]1=[O:10] |f:1.2|. Procedure details: To a solution of 4.0 g (0.03 mole) of oxindole in 125 ml dry glyme there is added 1.4 g (0.03 mole) of sodium hydride (50% oil dispersion) and the mixture is stirred at room temperature for 3 hours. 3.6 g (0.3 Mole) of 2-chloroethyl isothiocyanate in 5 ml of dry glyme is then added and the mixture is refluxed overnight. After evaporation of the solvent in vacuo, the residue is chromatographed on an Alumina Act. IV column. Elution with ethyl ether yields the product which is crystallized from eth... The reactants are ClC1=CC2=C(N3C(=N2)CC(CC3=O)C3=CC=CC=C3)C=C1Cl (7,8-dichloro-3-phenyl-3,4-dihydropyrido[1,2-a]benzimidazol-1(2H)-one), Cl (HCl), C(C)(=O)O (acetic acid). Reaction conditions: time 1 hour. The product is ClC1=CC2=C(N=C(N2)CC(CC(=O)O)C2=CC=CC=C2)C=C1Cl.Cl (4-(5,6-dichloro-2-benzimidazolyl)-3-phenylbutanoic acid•HCl). Reaction SMILES: [Cl:1][C:2]1[C:21]([Cl:22])=[CH:20][C:5]2[N:6]3[C:12](=[O:13])[CH2:11][CH:10]([C:14]4[CH:19]=[CH:18][CH:17]=[CH:16][CH:15]=4)[CH2:9][C:7]3=[N:8][C:4]=2[CH:3]=1.[ClH:23].C(O)(=[O:26])C>>[Cl:22][C:21]1[C:2]([Cl:1])=[CH:3][C:4]2[N:8]=[C:7]([CH2:9][CH:10]([C:14]3[CH:19]=[CH:18][CH:17]=[CH:16][CH:15]=3)[CH2:11][C:12]([OH:13])=[O:26])[NH:6][C:5]=2[CH:20]=1.[ClH:23] |f:3.4|. Reported procedure: The solution of 7,8-dichloro-3-phenyl-3,4-dihydropyrido[1,2-a]benzimidazol-1(2H)-one (96 mg) in a mixture of acetic acid (2 ml) and conc. HCl (1 ml) was heated to reflux shortly and then stirred at rt for 1 h. All volatiles were removed at the water aspirator at elevated temperature and the residue was dried by azeotropic distillation with toluene. The crude was triturated with chloroform (5 ml) to give 4-(5,6-dichloro-2-benzimidazolyl)-3-phenylbutanoic acid•HCl (102 mg) as colourless solid. Reactants: C=CCOC(=O)c1ccc[nH]1, CCCCCCCC[N+](C)(CCCCCCCC)CCCCCCCC, COC(C)(C)C, [Cl-], [Cl-], [NH4+], [NH4+], [Na+], [OH-], [OH-], O. Yields the product C=CCOC(=O)c1cccn1N. Reaction SMILES: [CH2:1]([CH:2]=[CH2:3])[O:4][C:5](=[O:6])[c:7]1[nH:8][cH:9][cH:10][cH:11]1.[CH2:26]([N+:27]([CH2:28][CH2:29][CH2:30][CH2:31][CH2:32][CH2:33][CH2:34][CH3:35])([CH2:36][CH2:37][CH2:38][CH2:39][CH2:40][CH2:41][CH2:42][CH3:43])[CH3:44])[CH2:45][CH2:46][CH2:47][CH2:48][CH2:49][CH2:50][CH3:51].[CH3:18][O:19][C:20]([CH3:21])([CH3:22])[CH3:23].[Cl-:14].[Cl-:25].[NH4+:15].[NH4+:16].[Na+:13].[OH-:12].[OH-:17].[OH2:24]>>[CH2:1]([CH:2]=[CH2:3])[O:4][C:5](=[O:6])[c:7]1[n:8]([NH2:15])[cH:9][cH:10][cH:11]1.